From a dataset of the Open Reaction Database (ORD), a public repository of structured organic reaction records. describe an organic reaction: reactants, conditions, products, and yield Reactants: COC(=O)c1ccc(Br)cc1, O=C([O-])[O-], Cc1ccccc1, CCOCC, CC(C)OCCN, [Cs+], [Cs+], O=C(C=Cc1ccccc1)C=Cc1ccccc1, O=C(C=Cc1ccccc1)C=Cc1ccccc1, O=C(C=Cc1ccccc1)C=Cc1ccccc1, [Pd], [Pd]. Yields the product COC(=O)c1ccc(NCCOC(C)C)cc1. RXN SMILES: [Br:7][c:8]1[cH:9][cH:10][c:11]([C:12](=[O:13])[O:14][CH3:15])[cH:16][cH:17]1.[C:1](=[O:2])([O-:3])[O-:4].[CH3:25][c:26]1[cH:27][cH:28][cH:29][cH:30][cH:31]1.[CH3:32][CH2:33][O:34][CH2:35][CH3:36].[CH:18]([CH3:19])([CH3:20])[O:21][CH2:22][CH2:23][NH2:24].[Cs+:5].[Cs+:6].[O:39]=[C:40]([CH:41]=[CH:42][c:43]1[cH:44][cH:45][cH:46][cH:47][cH:48]1)[CH:49]=[CH:50][c:51]1[cH:52][cH:53][cH:54][cH:55][cH:56]1.[O:57]=[C:58]([CH:59]=[CH:60][c:61]1[cH:62][cH:63][cH:64][cH:65][cH:66]1)[CH:67]=[CH:68][c:69]1[cH:70][cH:71][cH:72][cH:73][cH:74]1.[O:75]=[C:76]([CH:77]=[CH:78][c:79]1[cH:80][cH:81][cH:82][cH:83][cH:84]1)[CH:85]=[CH:86][c:87]1[cH:88][cH:89][cH:90][cH:91][cH:92]1.[Pd:37].[Pd:38]>>[c:8]1([NH:24][CH2:23][CH2:22][O:21][CH:18]([CH3:19])[CH3:20])[cH:9][cH:10][c:11]([C:12](=[O:13])[O:14][CH3:15])[cH:16][cH:17]1. Starting materials: CCN=C=NCCCN(C)C, CCN(C(C)C)C(C)C, ClCCl, [NH4+], On1nnc2ccccc21, O=C(O)C(=Cc1c[nH]c2ncccc12)c1ccccc1. The product is NC(=O)C(=Cc1c[nH]c2ncccc12)c1ccccc1. As a reaction SMILES: [CH3:41][N:42]([CH3:43])[CH2:44][CH2:45][CH2:46][N:47]=[C:48]=[N:49][CH2:50][CH3:51].[CH:21]([N:24]([CH2:22][CH3:23])[CH:25]([CH3:26])[CH3:27])([CH3:28])[CH3:29].[Cl:52][CH2:53][Cl:54].[NH4+:30].[OH:31][n:32]1[c:33]2[cH:34][cH:35][cH:36][cH:37][c:38]2[n:39][n:40]1.[nH:1]1[cH:2][c:3]([CH:10]=[C:11]([C:12](=[O:13])[OH:14])[c:15]2[cH:16][cH:17][cH:18][cH:19][cH:20]2)[c:4]2[c:5]1[n:6][cH:7][cH:8][cH:9]2>>[nH:1]1[cH:2][c:3]([CH:10]=[C:11]([C:12](=[O:13])[NH2:24])[c:15]2[cH:16][cH:17][cH:18][cH:19][cH:20]2)[c:4]2[c:5]1[n:6][cH:7][cH:8][cH:9]2. Starting materials: CC1=C(C=NC=C1)N1C(NCC1)=O (1-(4-methyl-pyridin-3-yl)-imidazolidin-2-one), BrC1=CC2=C(OC(O2)(F)F)C=C1 (5-bromo-2,2-difluoro-benzo[1,3]dioxole), N[C@H]1[C@@H](CCCC1)N (trans-1,2-diamino cyclohexane), P(=O)([O-])([O-])[O-].[K+].[K+].[K+] (potassium phosphate). Reagents/catalysts: [Cu](I)I (copper iodide). Run in O1CCOCC1 (1,4-dioxane). Product: FC1(OC2=C(O1)C=CC(=C2)N2C(N(CC2)C=2C=NC=CC2C)=O)F (1-(2,2-Difluoro-benzo[1,3]dioxol-5-yl)-3-(4-methyl-pyridin-3-yl)-imidazolidin-2-one). Yield: 92.2%. As a reaction SMILES: [CH3:1][C:2]1[CH:7]=[CH:6][N:5]=[CH:4][C:3]=1[N:8]1[CH2:12][CH2:11][NH:10][C:9]1=[O:13].Br[C:15]1[CH:25]=[CH:24][C:18]2[O:19][C:20]([F:23])([F:22])[O:21][C:17]=2[CH:16]=1.N[C@@H]1CCCC[C@H]1N.P([O-])([O-])([O-])=O.[K+].[K+].[K+]>[Cu](I)I.O1CCOCC1>[F:23][C:20]1([F:22])[O:19][C:18]2[CH:24]=[CH:25][C:15]([N:10]3[CH2:11][CH2:12][N:8]([C:3]4[CH:4]=[N:5][CH:6]=[CH:7][C:2]=4[CH3:1])[C:9]3=[O:13])=[CH:16][C:17]=2[O:21]1 |f:3.4.5.6|. Procedure details: Using the same reaction conditions as in Example 14, 1-(4-methyl-pyridin-3-yl)-imidazolidin-2-one (I-14b: 150 mg, 0.84650 mmol) was reacted with 5-bromo-2,2-difluoro-benzo[1,3]dioxole (200.6 mg, 0.84650 mmol), 1,4-dioxane (50 mL), copper iodide (16 mg, 0.084650 mmol), trans-1,2-diamino cyclohexane (29 mg, 0.2539 mmol) and potassium phosphate (538 mg, 2.539 mmol) to afford the crude product. Purification by column chromatography on silica gel (2% MeOH in DCM) afforded 260 mg of the product (92% y... Starting materials: CS(C)=O, Fc1ccccn1, [H-], [Na+], OC1(c2ccccc2)CCNCC1. Yields the product c1ccc(C2(Oc3ccccn3)CCNCC2)cc1. Reaction SMILES: [CH3:23][S:24]([CH3:25])=[O:26].[F:16][c:17]1[n:18][cH:19][cH:20][cH:21][cH:22]1.[H-:14].[Na+:15].[c:1]1([C:7]2([OH:13])[CH2:8][CH2:9][NH:10][CH2:11][CH2:12]2)[cH:2][cH:3][cH:4][cH:5][cH:6]1>>[c:1]1([C:7]2([O:13][c:17]3[n:18][cH:19][cH:20][cH:21][cH:22]3)[CH2:8][CH2:9][NH:10][CH2:11][CH2:12]2)[cH:2][cH:3][cH:4][cH:5][cH:6]1.